Dataset: the Open Reaction Database (ORD), a public repository of structured organic reaction records. Task: describe an organic reaction: reactants, conditions, products, and yield Starting materials: C(C=CC)N(C(OCC)=O)CC(OC)OC (ethyl N-(2-buten-1-yl)-N -(2,2-dimethoxyethyl)-carbamate), C(=O)O (formic acid), [Cl-].[Na+] (sodium chloride). Run in O (water). The product is C(C=CC)N(C(OCC)=O)CC=O (Ethyl N-(2-buten-1-yl)-N-(2-oxoethyl)-carbamate). As a reaction SMILES: [CH2:1]([N:5]([CH2:11][CH:12](OC)[O:13]C)[C:6](=[O:10])[O:7][CH2:8][CH3:9])[CH:2]=[CH:3][CH3:4].C(O)=O.[Cl-].[Na+]>O>[CH2:1]([N:5]([CH2:11][CH:12]=[O:13])[C:6](=[O:10])[O:7][CH2:8][CH3:9])[CH:2]=[CH:3][CH3:4] |f:2.3|. Procedure: 111 g (0.48 mol) of ethyl N-(2-buten-1-yl)-N -(2,2-dimethoxyethyl)-carbamate are heated under reflux for three hours with 50 g of formic acid in 950 ml of water. The mixture is saturated with sodium chloride and extracted three times using 200 ml of methylene chloride each time. The organic phases are washed with sodium hydrogen carbonate solution until neutral, dried over magnesium sulphate and concentrated, and the residue is distilled.